Dataset: the Open Reaction Database (ORD), a public repository of structured organic reaction records. Task: describe an organic reaction: reactants, conditions, products, and yield Starting materials: ON1C(=NC2=NC=C(C=C21)Cl)C(F)(F)F (1-Hydroxy-6-chloro-2-(trifluoromethyl)-1H-imidazo(4,5-b)pyridine), C(C)(=O)OC(C)=O (acetic anhydride), S(O)(O)(=O)=O (sulfuric acid). Conditions: temperature 25 celsius, time 15 minute. Yields the product C(C)(=O)ON1C(=NC2=NC=C(C=C21)Cl)C(F)(F)F (1-acetoxy-6-chloro-2-(trifluoromethyl)-1H-imidazo(4,5-b)pyridine). As a reaction SMILES: [OH:1][N:2]1[C:10]2[C:5](=[N:6][CH:7]=[C:8]([Cl:11])[CH:9]=2)[N:4]=[C:3]1[C:12]([F:15])([F:14])[F:13].[C:16](OC(=O)C)(=[O:18])[CH3:17].S(=O)(=O)(O)O>>[C:16]([O:1][N:2]1[C:10]2[C:5](=[N:6][CH:7]=[C:8]([Cl:11])[CH:9]=2)[N:4]=[C:3]1[C:12]([F:15])([F:14])[F:13])(=[O:18])[CH3:17]. Procedure details: 1-Hydroxy-6-chloro-2-(trifluoromethyl)-1H-imidazo(4,5-b)pyridine (5 grams), 25 milliliters of acetic anhydride and 0.1 milliliter of sulfuric acid were mixed with stirring at 25° C. for 15 minutes. The reaction mixture was then heated to reflux and refluxed for one-half hour, poured into ice with stirring, stirred for ten minutes and filtered. Filtration yielded the desired 1-acetoxy-6-chloro-2-(trifluoromethyl)-1H-imidazo(4,5-b)pyridine product as a solid. It was taken up in ether, dried over m... As a reaction SMILES: [F:1][CH:2]([F:23])[O:3][C:4]1[CH:9]=[CH:8][C:7]([C:10]2[CH:11]=[C:12]3[C:16](=[CH:17][CH:18]=2)[C:15](=[O:19])[O:14][CH2:13]3)=[C:6]([OH:20])[C:5]=1[O:21][CH3:22].C(=O)([O-])[O-].[K+].[K+].[CH2:30](I)[CH3:31]>C(#N)C>[F:23][CH:2]([F:1])[O:3][C:4]1[CH:9]=[CH:8][C:7]([C:10]2[CH:11]=[C:12]3[C:16](=[CH:17][CH:18]=2)[C:15](=[O:19])[O:14][CH2:13]3)=[C:6]([O:20][CH2:30][CH3:31])[C:5]=1[O:21][CH3:22] |f:1.2.3|. Reactants: FC(OC1=C(C(=C(C=C1)C=1C=C2COC(C2=CC1)=O)O)OC)F (5-(4-(difluoromethoxy)-2-hydroxy-3-methoxyphenyl)isobenzofuran-1(3H)-one), C([O-])([O-])=O.[K+].[K+] (potassium carbonate), C(C)I (ethyl iodide). Conditions: temperature 70 celsius. Procedure details: To a stirring solution of 5-(4-(difluoromethoxy)-2-hydroxy-3-methoxyphenyl)isobenzofuran-1(3H)-one (80 mg, 0.25 mmol) in acetonitrile (10 mL) was added potassium carbonate (103.5 mg, 0.75 mmol) and ethyl iodide (0.1 mL, 0.75 mmol) and the resultant reaction mixture was heated to 70° C. for 3 h. The reaction mixture was cooled to RT, filtered through celite and the filtrate was concentrated under reduced pressure. The residue was purified by column chromatography (silica gel, 100-200 mesh, 0-30% ... The solvent is C(C)#N (acetonitrile). The product is FC(OC1=C(C(=C(C=C1)C=1C=C2COC(C2=CC1)=O)OCC)OC)F (5-(4-Difluoromethoxy-2-ethoxy-3-methoxy-phenyl)-3H-isobenzofuran-1-one). The yield is 57.1%.